Dataset: the Open Reaction Database (ORD), a public repository of structured organic reaction records. Task: describe an organic reaction: reactants, conditions, products, and yield The reactants are C1(CCC2=CC=CC=C12)=O (1-indanone), CP([O-])(=O)OC(=O)OC(C)(CC)CC (diethylethoxycarbonyl methanephosphonate), ester, acid chloride, amide, COC=1C=C(C=CC1OC)C1CCNCC1 (4-(3,4-dimethoxyphenyl)piperidine), [H-].[Al+3].[Li+].[H-].[H-].[H-] (lithium aluminium hydride), [H-].[Al+3].[Li+].[H-].[H-].[H-] (lithium aluminium hydride), C1(CCC2=CC=CC=C12)CC(=O)N1CCC(CC1)C1=CC(=C(C=C1)OC)OC (1-(indan-1-ylacetyl)-4-(3,4-dimethoxyphenyl)piperidine). Reagents/catalysts: [H][H].[Pd] (H2 Pd-C). Solvent: C1CCOC1 (THF), O (water), CO (methanol), C1CCOC1 (THF). Conditions: time 2 hour. The product is methyl tertbutyl ether petroleum ether diethylamine, C1(CCC2=CC=CC=C12)CCN1CCC(CC1)C1=CC(=C(C=C1)OC)OC (1-(2-(indan-1-yl)ethyl)-4-(3,4-dimethoxyphenyl)piperidine). RXN SMILES: [H-].[Al+3].[Li+].[H-].[H-].[H-].[CH:7]1([CH2:16][C:17]([N:19]2[CH2:24][CH2:23][CH:22]([C:25]3[CH:30]=[CH:29][C:28]([O:31][CH3:32])=[C:27]([O:33][CH3:34])[CH:26]=3)[CH2:21][CH2:20]2)=O)[C:15]2[C:10](=[CH:11][CH:12]=[CH:13][CH:14]=2)[CH2:9][CH2:8]1.C1(=O)C2C(=CC=CC=2)CC1.CP(OC(OC(CC)(CC)C)=O)(=O)[O-].COC1C=C(C2CCNCC2)C=CC=1OC>C1COCC1.[H][H].[Pd].O.CO>[CH:7]1([CH2:16][CH2:17][N:19]2[CH2:24][CH2:23][CH:22]([C:25]3[CH:30]=[CH:29][C:28]([O:31][CH3:32])=[C:27]([O:33][CH3:34])[CH:26]=3)[CH2:21][CH2:20]2)[C:15]2[C:10](=[CH:11][CH:12]=[CH:13][CH:14]=2)[CH2:9][CH2:8]1 |f:0.1.2.3.4.5,11.12|. Procedure: A suspension of 0.6 g of lithium aluminium hydride in 35 ml of THF is treated dropwise with stirring under inert reaction conditions with a solution of 6.3 g of 1-(indan-1-ylacetyl)-4-(3,4-dimethoxyphenyl)piperidine [obtainable by reaction of 1-indanone with diethylethoxycarbonyl methanephosphonate, subsequent hydrogenation with H2 /Pd-C, conversion of the ester present to an acid chloride and amide formation with 4-(3,4-dimethoxyphenyl)piperidine] in 70 ml of THF and the mixture is boiled for 2... Starting materials: C=1CC(C=C2N=CC3=CC=CC=C3C12)=O (3(2H)-Phenanthridinone), C1(CC=2C(C(N1)=O)=CC=CC2)=O (homophthalimide), CC12C(CC(=O)NC1=O)C=CC=C2 (2-Methyl-homophthalimide), C(=C)C(=O)CSC1=CC=CC=C1 (phenylthiomethyl vinyl ketone), Heterocycles. Product: CC12C(CC(=O)NC1=O)C=CC(=C2)CCC(CSC2=CC=CC=C2)=O (2-methyl-4-(3'-oxo-4'-phenylthiobutyl)-homophthalimide). Reaction SMILES: C1CC(=O)C=C2C=1C1C(=CC=CC=1)C=N2.C1(=O)NC(=O)C2=CC=CC=C2C1.[CH3:28][C:29]12[CH:40]=[CH:39][CH:38]=[CH:37][CH:30]1[CH2:31][C:32]([NH:34][C:35]2=[O:36])=[O:33].[CH:41]([C:43]([CH2:45][S:46][C:47]1[CH:52]=[CH:51][CH:50]=[CH:49][CH:48]=1)=[O:44])=[CH2:42]>>[CH3:28][C:29]12[CH:40]=[C:39]([CH2:42][CH2:41][C:43](=[O:44])[CH2:45][S:46][C:47]3[CH:52]=[CH:51][CH:50]=[CH:49][CH:48]=3)[CH:38]=[CH:37][CH:30]1[CH2:31][C:32]([NH:34][C:35]2=[O:36])=[O:33]. Reported procedure: 3(2H)-Phenanthridinone derivatives have been prepared from homophthalimide by the method of H. Iida et al., (Heterocycles 1983, 20, 227-30). 2-Methyl-homophthalimide is reacted with phenylthiomethyl vinyl ketone (prepared by the method A. G. Schultz et al.,J. Am. Chem. Soc. 1978, 100, 2140-9) in the presence of Triton B according to the described method to form 2-methyl-4-(3'-oxo-4'-phenylthiobutyl)-homophthalimide 9.